From a dataset of the Open Reaction Database (ORD), a public repository of structured organic reaction records. describe an organic reaction: reactants, conditions, products, and yield Reactants: ClC1=CC=CC2=C1C(N(CC=1N2C=NC1C(=O)N1C=NC=C1)C)=O (1-[[7-chloro-5,6-dihydro-5-methyl-6-oxo-4H-imidazo[1,5-a][1,4]benzodiazepin-3-yl]carbonyl]imidazole), N (ammonia), O (water). Run in CN(C=O)C (N,N-dimethylformamide). Reaction conditions: time 1 hour. Product: ClC1=CC=CC2=C1C(N(CC=1N2C=NC1C(=O)N)C)=O (7-chloro-5,6-dihydro-5-methyl-6-oxo-4H-imidazo[1,5-a][1,4]benzodiazepine-3-carboxamide). Reaction SMILES: [Cl:1][C:2]1[C:7]2[C:8](=[O:24])[N:9]([CH3:23])[CH2:10][C:11]3[N:12]([CH:13]=[N:14][C:15]=3[C:16]([N:18]3C=CN=C3)=[O:17])[C:6]=2[CH:5]=[CH:4][CH:3]=1.N.O>CN(C)C=O>[Cl:1][C:2]1[C:7]2[C:8](=[O:24])[N:9]([CH3:23])[CH2:10][C:11]3[N:12]([CH:13]=[N:14][C:15]=3[C:16]([NH2:18])=[O:17])[C:6]=2[CH:5]=[CH:4][CH:3]=1. Procedure: 7 g (20.5 mmol) of 1-[[7-chloro-5,6-dihydro-5-methyl-6-oxo-4H-imidazo[1,5-a][1,4]benzodiazepin-3-yl]carbonyl]imidazole are suspended in 20 ml of N,N-dimethylformamide, whereupon the suspension is treated with 3.5 ml (about 46 mmol) of a 25 percent aqueous ammonia solution, the mixture is stirred at room temperature for 1 hour and then poured into 10 ml of water. The product is filtered off under suction after 1 hour, rinsed with water and dried at 80° in a high vacuum. There is obtained 7-chloro... Product: CC(C)(C)OC(=O)c1c(-c2ccc(Cl)cc2)csc1NC(=O)c1nc2cc(Br)ccc2o1. RXN SMILES: [Br:1][c:2]1[cH:3][cH:4][c:5]2[c:6]([n:7][c:8]([C:10](=[O:11])[OH:12])[o:9]2)[cH:13]1.[CH:40]([N:41]([CH2:42][CH3:43])[CH:44]([CH3:45])[CH3:46])([CH3:47])[CH3:48].[Cl:14][C:15]([C:16]([Cl:17])=[O:18])=[O:19].[Cl:49][CH2:50][Cl:51].[NH2:20][c:21]1[s:22][cH:23][c:24](-[c:33]2[cH:34][cH:35][c:36]([Cl:39])[cH:37][cH:38]2)[c:25]1[C:26](=[O:27])[O:28][C:29]([CH3:30])([CH3:31])[CH3:32].[O:52]=[CH:53][N:54]([CH3:55])[CH3:56]>>[Br:1][c:2]1[cH:3][cH:4][c:5]2[c:6]([n:7][c:8]([C:10](=[O:12])[NH:20][c:21]3[s:22][cH:23][c:24](-[c:33]4[cH:34][cH:35][c:36]([Cl:39])[cH:37][cH:38]4)[c:25]3[C:26](=[O:27])[O:28][C:29]([CH3:30])([CH3:31])[CH3:32])[o:9]2)[cH:13]1. Reactants: O=C(O)c1nc2cc(Br)ccc2o1, CCN(C(C)C)C(C)C, O=C(Cl)C(=O)Cl, ClCCl, CC(C)(C)OC(=O)c1c(-c2ccc(Cl)cc2)csc1N, CN(C)C=O. The reactants are CCOC(C)=O, O=[N+]([O-])c1ccc(-c2nc(N3C4CCC3COC4)c3cnn(CC(F)(F)F)c3n2)cc1, C1CCOC1. As a reaction SMILES: [CH3:37][CH2:38][O:39][C:40](=[O:41])[CH3:42].[N+:1]([O-:2])(=[O:3])[c:4]1[cH:5][cH:6][c:7](-[c:10]2[n:11][c:12]([N:24]3[CH:25]4[CH2:26][O:27][CH2:28][CH:29]3[CH2:30][CH2:31]4)[c:13]3[c:14]([n:15]2)[n:16]([CH2:19][C:20]([F:21])([F:22])[F:23])[n:17][cH:18]3)[cH:8][cH:9]1.[O:32]1[CH2:33][CH2:34][CH2:35][CH2:36]1>>[NH2:1][c:4]1[cH:5][cH:6][c:7](-[c:10]2[n:11][c:12]([N:24]3[CH:25]4[CH2:26][O:27][CH2:28][CH:29]3[CH2:30][CH2:31]4)[c:13]3[c:14]([n:15]2)[n:16]([CH2:19][C:20]([F:21])([F:22])[F:23])[n:17][cH:18]3)[cH:8][cH:9]1. Yields the product Nc1ccc(-c2nc(N3C4CCC3COC4)c3cnn(CC(F)(F)F)c3n2)cc1. Reactants: [Na+].C(C)(=O)SCC(C(=O)NC=1C=C(C(=O)[O-])C=CC1)CC1=CC=C(C=C1)F (3-[[2-Acetylthiomethyl-3-(4-fluorophenyl)-propionyl]amino]benzoic acid sodium salt), compound, Cl (hydrochloric acid). Solvent: O (water). Yields the product C(C)(=O)SCC(C(=O)NC=1C=C(C(=O)O)C=CC1)CC1=CC=C(C=C1)F (3-[[2-acetylthiomethyl-3-(4-fluorophenyl)propionyl]amino]benzoic acid). The yield is 84.7%. Reaction SMILES: [Na+].[C:2]([S:5][CH2:6][CH:7]([CH2:20][C:21]1[CH:26]=[CH:25][C:24]([F:27])=[CH:23][CH:22]=1)[C:8]([NH:10][C:11]1[CH:12]=[C:13]([CH:17]=[CH:18][CH:19]=1)[C:14]([O-:16])=[O:15])=[O:9])(=[O:4])[CH3:3].Cl>O>[C:2]([S:5][CH2:6][CH:7]([CH2:20][C:21]1[CH:22]=[CH:23][C:24]([F:27])=[CH:25][CH:26]=1)[C:8]([NH:10][C:11]1[CH:12]=[C:13]([CH:17]=[CH:18][CH:19]=1)[C:14]([OH:16])=[O:15])=[O:9])(=[O:4])[CH3:3] |f:0.1|. Reported procedure: 3-[[2-Acetylthiomethyl-3-(4-fluorophenyl)-propionyl]amino]benzoic acid sodium salt (compound of Example 40) (0.5 g) is dissolved in water (10 ml), and the mixture is adjusted to pH 2.5 with 1 N hydrochloric acid with stirring under ice cooling, and the mixture is extracted with ethyl acetate (20 ml). The extract is washed with water and dried over anhydrous magnesium sulfate, and then ethyl acetate is distilled off to give the title compound (0.4 g). The reactants are S1C(=CC2=C1C=CC=C2)C21CNCC1C2 (1-(benzothiophen-2-yl)-3-azabicyclo[3.1.0]hexane), C=O (formaldehyde), ClCCCl (1,2-dichloroethane), [OH-].[Na+] (sodium hydroxide), C(C)(=O)O[BH-](OC(C)=O)OC(C)=O.[Na+] (sodium triacetoxyborohydride). Product: Cl.S1C(=CC2=C1C=CC=C2)C21CN(CC1C2)C (1-(benzothiophen-2-yl)-3-methyl-3-azabicyclo[3.1.0]hexane hydrochloride). As a reaction SMILES: [S:1]1[C:5]2[CH:6]=[CH:7][CH:8]=[CH:9][C:4]=2[CH:3]=[C:2]1[C:10]12[CH2:15][CH:14]1[CH2:13][NH:12][CH2:11]2.C=O.[C:18](O[BH-](OC(=O)C)OC(=O)C)(=O)C.[Na+].[OH-].[Na+].[Cl:34]CCCl>>[ClH:34].[S:1]1[C:5]2[CH:6]=[CH:7][CH:8]=[CH:9][C:4]=2[CH:3]=[C:2]1[C:10]12[CH2:15][CH:14]1[CH2:13][N:12]([CH3:18])[CH2:11]2 |f:2.3,4.5,7.8|. Reported procedure: A stirred solution of 1-(benzothiophen-2-yl)-3-azabicyclo[3.1.0]hexane (72 mg, 0.348 mmol) in 1,2-dichloroethane (7 ml) was treated with 37% formaldehyde (0.21 mL, 2.8 mmol), then with sodium triacetoxyborohydride (294.5 mg, 1.39 mmol) and this reaction mixture was stirred at room temperature for 3 h. 1N sodium hydroxide (7 mL) was then added, stirring continued for a few minutes, and the organic layer was separated. The aqueous layer was washed with methylene chloride, and the organic layers we...